From a dataset of the Open Reaction Database (ORD), a public repository of structured organic reaction records. describe an organic reaction: reactants, conditions, products, and yield The reactants are FC1=NC(=C2N=CN(C2=N1)C(C)C)NCC1=NC=CC=C1 ((2-fluoro-9-isopropyl-9H-purin-6-yl)-pyridin-2-ylmethyl-amine), CCN(C(C)C)C(C)C (DIEA), N[C@H](C(C(C)C)O)CC ((3RS,4S)-4-amino-2-methyl-hexan-3-ol). The solvent is CCCCO.CS(=O)C (n-BuOH DMSO). Reaction conditions: time 72 hour. The product is C(C)(C)N1C2=NC(=NC(=C2N=C1)NCC1=NC=CC=C1)N[C@H](C(C(C)C)O)CC ((3RS,4S)-4-{9-Isopropyl-6-[(pyridin-2-ylmethyl)-amino]-9H-purin-2-ylamino}-2-methyl-hexan-3-ol). As a reaction SMILES: F[C:2]1[N:10]=[C:9]2[C:5]([N:6]=[CH:7][N:8]2[CH:11]([CH3:13])[CH3:12])=[C:4]([NH:14][CH2:15][C:16]2[CH:21]=[CH:20][CH:19]=[CH:18][N:17]=2)[N:3]=1.CCN(C(C)C)C(C)C.[NH2:31][C@@H:32]([CH2:38][CH3:39])[CH:33]([OH:37])[CH:34]([CH3:36])[CH3:35]>CCCCO.CS(C)=O>[CH:11]([N:8]1[CH:7]=[N:6][C:5]2[C:9]1=[N:10][C:2]([NH:31][C@@H:32]([CH2:38][CH3:39])[CH:33]([OH:37])[CH:34]([CH3:36])[CH3:35])=[N:3][C:4]=2[NH:14][CH2:15][C:16]1[CH:21]=[CH:20][CH:19]=[CH:18][N:17]=1)([CH3:13])[CH3:12] |f:3.4|. Procedure: To a stirred solution of (2-fluoro-9-isopropyl-9H-purin-6-yl)-pyridin-2-ylmethyl-amine (30 mg, 1 eq, 0.10 mmol) in n-BuOH/DMSO (2.5 mL, 4:1) at room temperature under an argon atmosphere was added DIEA (0.20 mL, 11 eq, 1.14 mmol) followed by (3RS,4S)-4-amino-2-methyl-hexan-3-ol (28 mg, 2.0 eq, 0.21 mmol). The reaction mixture was placed in a preheated oil bath at 160° C. and stirred at this temperature for 72 h. The reaction mixture was allowed to cool to room temperature and the solvent was eva... Reactants: N1C(=NCC1)C1=C(C(=CC=C1)C)N (2-(4,5-Dihydro-1H-imidazol-2-yl)-6-methylbenzenamine), BrN1C(CCC1=O)=O (N-bromosuccinimide), BrN1C(CCC1=O)=O (N-bromosuccinimide). The solvent is C(C)(=O)OCC (ethyl acetate), CN(C=O)C (N,N-dimethylformamide). Conditions: time 1 hour. Yields the product BrC1=CC(=C(C(=C1)C)N)C=1NCCN1 (4-Bromo-2-(4,5-dihydro-1H-imidazol-2-yl)-6-methylbenzenamine). Isolated yield 17.4%. Reaction SMILES: [NH:1]1[CH2:5][CH2:4][N:3]=[C:2]1[C:6]1[CH:11]=[CH:10][CH:9]=[C:8]([CH3:12])[C:7]=1[NH2:13].[Br:14]N1C(=O)CCC1=O>CN(C)C=O.C(OCC)(=O)C>[Br:14][C:10]1[CH:9]=[C:8]([CH3:12])[C:7]([NH2:13])=[C:6]([C:2]2[NH:3][CH2:4][CH2:5][N:1]=2)[CH:11]=1. Procedure: To a solution of the title compound of Step B (0.38 g, 2.17 mmol) in N,N-dimethylformamide (10 mL) was added N-bromosuccinimide (0.38 g, 2.13 mmol) and the mixture was stirred at ambient temperature for 1 hour. Additional N-bromosuccinimide (0.06 g, 0.34 mmol) was added and the mixture stirred for an additional 0.5 hour before being diluted with ethyl acetate and washed three times with water. The combined aqueous fractions were extracted with ethyl acetate and the organic layer was washed with ... Product: BrC1=CC=C2C(=NNC2=C1N)NC(CCC)=O (N-[6-bromo-7-amino-1H-indazol-3-yl]butanamide). Procedure: 4.25 g of ferrous sulphate heptahydrate dissolved in 25 cm3 of water are added dropwise to 510 mg of N-[6-bromo-7-nitro-1H-indazol-3-yl]butanamide, described in Example 29, in 20 cm3 of ethanol cooled to about 5° C. The temperature rises to about 28° C., the mixture is left stirring for 30 minutes, 5.2 cm3 of 28% aqueous ammonia are then added, the mixture is refluxed for 2 hours, a further 2×1.5 cm3 of 28% aqueous ammonia are then added and the mixture is left stirring for a further 10 minutes ... Run in O (water), C(C)O (ethanol). Starting materials: BrC1=CC=C2C(=NNC2=C1[N+](=O)[O-])NC(CCC)=O (N-[6-bromo-7-nitro-1H-indazol-3-yl]butanamide), N (ammonia), ferrous sulphate heptahydrate, N (ammonia). Conditions: temperature 5 celsius, time 30 minute. RXN SMILES: [Br:1][C:2]1[C:10]([N+:11]([O-])=O)=[C:9]2[C:5]([C:6]([NH:14][C:15](=[O:19])[CH2:16][CH2:17][CH3:18])=[N:7][NH:8]2)=[CH:4][CH:3]=1.N>O.C(O)C>[Br:1][C:2]1[C:10]([NH2:11])=[C:9]2[C:5]([C:6]([NH:14][C:15](=[O:19])[CH2:16][CH2:17][CH3:18])=[N:7][NH:8]2)=[CH:4][CH:3]=1.